describe an organic reaction: reactants, conditions, products, and yield From a dataset of the Open Reaction Database (ORD), a public repository of structured organic reaction records. Reactants: C12C(=CC(CC1)C2)B(O)O (bicyclo[2.2.1]hept-2-en-2-ylboronic acid), FC=1C(=NC(=CC1)C=1CC2(OCCO2)CCC1)CN[C@@H](CO)C(C)C ((R)-2-(((3-fluoro-6-(1,4-dioxaspiro[4.5]dec-7-en-7-yl)pyridin-2-yl)methyl)amino)-3-methylbutan-1-ol). Reagents/catalysts: [Pd] (Pd/C). Yields the product FC=1C(=NC(=CC1)C=1CC2(OCCO2)CCC1)CN[C@@H](CO)C(C)C ((R)-2-(((3-fluoro-6-(1,4-dioxaspiro[4.5]dec-7-en-7-yl)pyridin-2-yl)methyl)amino)-3-methylbutan-1-ol), O1CCOC12CC(CCC2)C2=CC=C(C(=N2)CN[C@@H](CO)C(C)C)F ((2R)-2-({[6-(1,4-dioxaspiro[4.5]dec-7-yl)-3-fluoropyridin-2-yl]methyl}amino)-3-methylbutan-1-ol). As a reaction SMILES: C12CC(CC1)C=C2B(O)O.[F:11][C:12]1[C:13]([CH2:28][NH:29][C@H:30]([CH:33]([CH3:35])[CH3:34])[CH2:31][OH:32])=[N:14][C:15]([C:18]2[CH2:19][C:20]3([CH2:25][CH2:26][CH:27]=2)[O:24][CH2:23][CH2:22][O:21]3)=[CH:16][CH:17]=1>[Pd]>[F:11][C:12]1[C:13]([CH2:28][NH:29][C@H:30]([CH:33]([CH3:35])[CH3:34])[CH2:31][OH:32])=[N:14][C:15]([C:18]2[CH2:19][C:20]3([CH2:25][CH2:26][CH:27]=2)[O:24][CH2:23][CH2:22][O:21]3)=[CH:16][CH:17]=1.[O:21]1[C:20]2([CH2:25][CH2:26][CH2:27][CH:18]([C:15]3[N:14]=[C:13]([CH2:28][NH:29][C@H:30]([CH:33]([CH3:34])[CH3:35])[CH2:31][OH:32])[C:12]([F:11])=[CH:17][CH:16]=3)[CH2:19]2)[O:24][CH2:23][CH2:22]1. Procedure details: (R)-2-(((3-fluoro-6-(1,4-dioxaspiro[4.5]dec-7-en-7-yl)pyridin-2-yl)methyl)amino)-3-methylbutan-1-ol was prepared according to Example 199, substituting 4,4,5,5-tetramethyl-2-(1,4-dioxaspiro[4.5]dec-7-en-7-yl)-1,3,2-dioxaborolane for bicyclo[2.2.1]hept-2-en-2-ylboronic acid. (R)-2-(((3-fluoro-6-(1,4-dioxaspiro[4.5]dec-7-en-7-yl)pyridin-2-yl)methyl)amino)-3-methylbutan-1-ol was subjected to hydrogenation (H2 atmosphere, Pd/C catalyst) to provide the title compound. MS (ESI+) m/z 353 (M+H)+. The reactants are [H-].[Na+] (sodium hydride), BrC=1C=C(C=NC1)C(=O)C1=CC2=C(NC(O2)=O)C(=C1)C (6-(5-bromo-pyridin-3-carbonyl)-4-methyl-3H-benzoxazol-2-one), IC (iodomethane). Conditions: time 30 minute. Procedure details: 0.18 g (4.00 mmol) sodium hydride (55%, suspension in mineral oil) were added at RT to 1.27 g (3.80 mmol) 6-(5-bromo-pyridin-3-carbonyl)-4-methyl-3H-benzoxazol-2-one in 5 mL DMF. The reaction mixture was stirred for 30 min at RT. Then 0.32 mL (5.00 mmol) iodomethane were added and the mixture was stirred overnight at RT. The reaction mixture was poured onto ice water and the precipitate formed was suction filtered, washed with water and dried i. vac. Reaction SMILES: [H-].[Na+].[Br:3][C:4]1[CH:5]=[C:6]([C:10]([C:12]2[CH:21]=[C:20]([CH3:22])[C:15]3[NH:16][C:17](=[O:19])[O:18][C:14]=3[CH:13]=2)=[O:11])[CH:7]=[N:8][CH:9]=1.I[CH3:24]>CN(C=O)C>[Br:3][C:4]1[CH:5]=[C:6]([C:10]([C:12]2[CH:21]=[C:20]([CH3:22])[C:15]3[N:16]([CH3:24])[C:17](=[O:19])[O:18][C:14]=3[CH:13]=2)=[O:11])[CH:7]=[N:8][CH:9]=1 |f:0.1|. Product: BrC=1C=C(C=NC1)C(=O)C1=CC2=C(N(C(O2)=O)C)C(=C1)C (6-(5-bromo-pyridin-3-carbonyl)-3,4-dimethyl-3H-benzoxazol-2-one). Solvent: CN(C)C=O (DMF). Reactants: BrC=1C=C(C=CC1F)S(=O)(=O)Cl (3-bromo-4-fluorobenzene-1-sulfonyl chloride), C(C)(C)N(CC)C(C)C (diisopropylethylamine), N1CCCC1 (pyrrolidine). Solvent: O1CCCC1 (tetrahydrofuran). Conditions: time 2 hour. Product: BrC=1C=C(C=CC1F)S(=O)(=O)N1CCCC1 (1((3-bromo-4-fluorophenyl)sulfonyl)pyrrolidine). Yield: 66.6%. Reaction SMILES: [Br:1][C:2]1[CH:3]=[C:4]([S:9](Cl)(=[O:11])=[O:10])[CH:5]=[CH:6][C:7]=1[F:8].[CH:13]([N:16]([CH:19]([CH3:21])C)CC)([CH3:15])C.N1CCCC1>O1CCCC1>[Br:1][C:2]1[CH:3]=[C:4]([S:9]([N:16]2[CH2:13][CH2:15][CH2:21][CH2:19]2)(=[O:11])=[O:10])[CH:5]=[CH:6][C:7]=1[F:8]. Procedure: To a solution of 3-bromo-4-fluorobenzene-1-sulfonyl chloride (0.83 g, 2.73 mmol) in tetrahydrofuran (10 mL) under argon was added diisopropylethylamine (0.525 mL, 3.00 mmol) followed by pyrrolidine (0.183 mL, 2.73 mmol). The reaction mixture was stirred at ambient temperature for 2 hours. The reaction mixture was partitioned between diethyl ether and aqueous ammonium chloride. The organic layer was separated, dried over anhydrous magnesium sulfate, filtered, and concentrated. The resulting resid...